From a dataset of the Open Reaction Database (ORD), a public repository of structured organic reaction records. describe an organic reaction: reactants, conditions, products, and yield The reactants are C(C(CO)O)O.C(C(CO)O)O.C(C(CO)O)O.C(C(CO)O)O (tetraglycerol), CCN=C=NCCCN(C)C.Cl (EDC HCl), octanoic esters, C(CCCCCCC)(=O)O (Octanoic acid), N,N-dimethylaminopyridine. The solvent is C1CCOC1 (THF). Reaction conditions: time 1 hour. Yields the product C(CCCCCCC)C(C(=O)O)CCCC.OCC(O)CO.OCC(O)CO.OCC(O)CO.OCC(O)CO (Tetraglycerol Octylhexanoate). Reaction SMILES: [CH2:1]([OH:6])[CH:2]([OH:5])[CH2:3][OH:4].[CH2:7]([OH:12])[CH:8]([OH:11])[CH2:9][OH:10].[CH2:13]([OH:18])[CH:14]([OH:17])[CH2:15][OH:16].[CH2:19]([OH:24])[CH:20]([OH:23])[CH2:21][OH:22].[C:25](O)(=O)[CH2:26][CH2:27][CH2:28][CH2:29][CH2:30][CH2:31][CH3:32].CCN=C=NCCCN(C)C.Cl>C1COCC1>[CH2:25]([CH:2]([CH2:1][CH2:7][CH2:8][CH3:9])[C:3]([OH:4])=[O:16])[CH2:26][CH2:27][CH2:28][CH2:29][CH2:30][CH2:31][CH3:32].[OH:24][CH2:19][CH:20]([CH2:21][OH:22])[OH:23].[OH:18][CH2:13][CH:14]([CH2:15][OH:16])[OH:17].[OH:12][CH2:7][CH:8]([CH2:9][OH:10])[OH:11].[OH:6][CH2:1][CH:2]([CH2:3][OH:4])[OH:5] |f:0.1.2.3,5.6,8.9.10.11.12|. Procedure: Into a 250 mL vessel, tetraglycerol (5.0 g, 15.91 mmol) was added and dissolved into anhydrous THF (50 mL). Octanoic acid (15.12 mL, 95.44 mmol) was also dissolved into the reaction mixture which was stirred magnetically at room temperature for one hour to fully dissolve the reagents. N,N-dimethylaminopyridine (0.194 g, 1.59 mmol) was dissolved in the solution. When the catalyst was fully dissolved, EDC HCl (18.32 g, 95.6 mmol) was added into the vessel and was sealed to keep the reaction dry. T... Starting materials: O=C(C(=O)N1CCN(c2nnnn2-c2ccccc2)CC1)c1c[nH]c2c(Br)ncc(F)c12, CCCC[Sn](CCCC)(CCCC)c1cc(C(=O)OCC)[nH]n1, C1COCCO1. Product: CCOC(=O)c1cc(-c2ncc(F)c3c(C(=O)C(=O)N4CCN(c5nnnn5-c5ccccc5)CC4)c[nH]c23)n[nH]1. RXN SMILES: [Br:1][c:2]1[n:3][cH:4][c:5]([F:32])[c:6]2[c:7]1[nH:8][cH:9][c:10]2[C:11]([C:12](=[O:13])[N:14]1[CH2:15][CH2:16][N:17]([c:20]2[n:21][n:22][n:23][n:24]2-[c:25]2[cH:26][cH:27][cH:28][cH:29][cH:30]2)[CH2:18][CH2:19]1)=[O:31].[CH2:33]([Sn:34]([CH2:35][CH2:36][CH2:37][CH3:48])([c:38]1[n:39][nH:40][c:41]([C:43](=[O:44])[O:45][CH2:46][CH3:47])[cH:42]1)[CH2:49][CH2:50][CH2:51][CH3:52])[CH2:53][CH2:54][CH3:55].[CH2:56]1[O:57][CH2:58][CH2:59][O:60][CH2:61]1>>[c:2]1(-[c:38]2[n:39][nH:40][c:41]([C:43](=[O:44])[O:45][CH2:46][CH3:47])[cH:42]2)[n:3][cH:4][c:5]([F:32])[c:6]2[c:7]1[nH:8][cH:9][c:10]2[C:11]([C:12](=[O:13])[N:14]1[CH2:15][CH2:16][N:17]([c:20]2[n:21][n:22][n:23][n:24]2-[c:25]2[cH:26][cH:27][cH:28][cH:29][cH:30]2)[CH2:18][CH2:19]1)=[O:31].